This data is from the Open Reaction Database (ORD), a public repository of structured organic reaction records. The task is: describe an organic reaction: reactants, conditions, products, and yield Starting materials: O[C@H](C)[C@H]1C(N[C@@H]1[C@H](C(C(C(=O)OCC=C)=[N+]=[N-])=O)C)=O ((3S,4R)-3-[(R)-1-hydroxyethyl]-4-[(R)-1-methyl-3-diazo-3-allyloxycarbonyl-2-oxopropyl]-2-azetidinone), C1(=CC=CC=C1)C (toluene). Solvent: C(C)(=O)OCC (ethyl acetate). Yields the product C(C)(=O)NC=1C[C@H]2N(C1C(=O)OCC1=CC=CC=C1)C(C2)=O (Benzyl 2-Acetamido-carbapen-2-em-3-carboxylate). Yield: 100.0%. As a reaction SMILES: O[C@@H]([C@@H:4]1[C@@H:7]([C@@H:8](C)[C:9](=O)[C:10](=[N+]=[N-])[C:11]([O:13][CH2:14][CH:15]=[CH2:16])=[O:12])[NH:6][C:5]1=[O:21])C.[C:22]1([CH3:28])[CH:27]=[CH:26]C=CC=1>C(OCC)(=O)C>[C:5]([NH:6][C:9]1[CH2:8][C@@H:7]2[CH2:4][C:5](=[O:21])[N:6]2[C:10]=1[C:11]([O:13][CH2:14][C:15]1[CH:16]=[CH:26][CH:27]=[CH:22][CH:28]=1)=[O:12])(=[O:21])[CH3:4]. Reported procedure: A mixture of crystalline diazo keto ester 4 (45 mg, 0.152 mmol) rhodium octanoate (1.2 mg, 0.00154 mmol) and anhydrous toluene (3.0 ml) was heated in an oil bath at 80° and under a nitrogen atmosphere for 15 minutes. (Note: gas evolution occurred at room temperature before heating). After cooling to room temperature, the reaction mixture was diluted with ethyl acetate (3 ml), dried over magnesium sulfate, filtered, evaporated under vacuum and stripped with methylene chloride to afford 5 as a pal... The reactants are NC1CCC(CC1)CO ((4-Aminocyclohexyl)methanol), C(C1=CC=NC=C1)(=O)O (isonicotinic acid). Yields the product OCC1CCC(CC1)NC(C1=CC=NC=C1)=O (N-(4-(Hydroxymethyl)cyclohexyl)isonicotinamide). Reaction SMILES: [NH2:1][CH:2]1[CH2:7][CH2:6][CH:5]([CH2:8][OH:9])[CH2:4][CH2:3]1.[C:10](O)(=[O:17])[C:11]1[CH:16]=[CH:15][N:14]=[CH:13][CH:12]=1>>[OH:9][CH2:8][CH:5]1[CH2:6][CH2:7][CH:2]([NH:1][C:10](=[O:17])[C:11]2[CH:16]=[CH:15][N:14]=[CH:13][CH:12]=2)[CH2:3][CH2:4]1. Procedure: Prepared as in Example 24a from (4-Aminocyclohexyl)methanol and isonicotinic acid as a yellow oil (100%). MS 235 (MH+). Reactants: CC1=C(C=C(C(=C1)[N+](=O)[O-])C)OCC1C(C1(C)C)(C)C (2,5-dimethyl-4-nitro-1-[(2,2,3,3-tetramethylcyclopropyl)methoxy]benzene), C(C)(=O)O (acetic acid). The reagents and catalysts are [Fe] (iron). The solvent is O (water). Reaction conditions: temperature 80 celsius, time 1 hour. Yields the product CC1=C(C=C(C(=C1)OCC1C(C1(C)C)(C)C)C)N (2,5-dimethyl-4-[(2,2,3,3-tetramethylcyclopropyl)methoxy]phenylamine). Yield: 79.1%. RXN SMILES: [CH3:1][C:2]1[CH:7]=[C:6]([N+:8]([O-])=O)[C:5]([CH3:11])=[CH:4][C:3]=1[O:12][CH2:13][CH:14]1[C:16]([CH3:18])([CH3:17])[C:15]1([CH3:20])[CH3:19].C(O)(=O)C>[Fe].O>[CH3:11][C:5]1[CH:4]=[C:3]([O:12][CH2:13][CH:14]2[C:15]([CH3:19])([CH3:20])[C:16]2([CH3:18])[CH3:17])[C:2]([CH3:1])=[CH:7][C:6]=1[NH2:8]. Procedure: A mixture of 0.34 g of 2,5-dimethyl-4-nitro-1-[(2,2,3,3-tetramethylcyclopropyl)methoxy]benzene, 0.34 g of iron powder, 5 mL of acetic acid and 5 mL of water was stirred at 80° C. for 1 hour. The reaction mixture was cooled to around room temperature, and then concentrated under reduced pressure. The resulting residue was converted into basic with an aqueous 1 N sodium hydroxide solution, then ethyl acetate was added, and the mixture was filtered. The filtrate was extracted with ethyl acetate, an... The reactants are OCC1(Nc2nc(-c3ccc(Br)cc3)cs2)CC1, O=C(c1ncc[nH]1)c1ncc[nH]1, CC#N. The product is O=C1OCC2(CC2)N1c1nc(-c2ccc(Br)cc2)cs1. Reaction SMILES: [Br:1][c:2]1[cH:3][cH:4][c:5](-[c:8]2[n:9][c:10]([NH:13][C:14]3([CH2:17][OH:18])[CH2:15][CH2:16]3)[s:11][cH:12]2)[cH:6][cH:7]1.[C:19](=[O:20])([c:21]1[nH:22][cH:23][cH:24][n:25]1)[c:26]1[nH:27][cH:28][cH:29][n:30]1.[CH3:31][C:32]#[N:33]>>[Br:1][c:2]1[cH:3][cH:4][c:5](-[c:8]2[n:9][c:10]([N:13]3[C:14]4([CH2:15][CH2:16]4)[CH2:17][O:18][C:19]3=[O:20])[s:11][cH:12]2)[cH:6][cH:7]1. Run in CO (methanol). Starting materials: C(O)([O-])=O.[Na+] (sodium hydrogen carbonate), Cl (hydrochloric acid), [Sn](Cl)Cl (tin dichloride), [N+](=O)([O-])C1=C(C=CC(=C1)C(F)(F)F)N1CCCC1 (1-[2-nitro-4-(trifluoromethyl)phenyl]pyrrolidine). Product: NC1=C(C=CC(=C1)C(F)(F)F)N1CCCC1 (1-[2-amino-4-(trifluoromethyl)phenyl]pyrrolidine). Reaction conditions: time 4 hour. As a reaction SMILES: Cl.[Sn](Cl)Cl.[N+:5]([C:8]1[CH:13]=[C:12]([C:14]([F:17])([F:16])[F:15])[CH:11]=[CH:10][C:9]=1[N:18]1[CH2:22][CH2:21][CH2:20][CH2:19]1)([O-])=O.C(=O)([O-])O.[Na+]>CO>[NH2:5][C:8]1[CH:13]=[C:12]([C:14]([F:15])([F:16])[F:17])[CH:11]=[CH:10][C:9]=1[N:18]1[CH2:22][CH2:21][CH2:20][CH2:19]1 |f:3.4|. Reported procedure: Concentrated hydrochloric acid (1.36 ml, 16.3 mmol) and anhydrous tin dichloride (1.55 g, 8.16 mmol) were sequentially added at 0° C. to a methanol (4 ml) solution of 1-[2-nitro-4-(trifluoromethyl)phenyl]pyrrolidine (606 mg, 2.33 mmol), obtained as described in Referential Example 3-1. The resulting mixture was stirred for four hours. A saturated solution of sodium hydrogen carbonate was added to the mixture, and the resulting mixture was extracted three times with ethyl acetate. The obtained or... Isolated yield 102.5%. The reactants are CN1C(CN(CC1)C(=O)OC(C)(C)C)C=1SC=C(N1)C1=CC=CC=C1 (tert-butyl 4-methyl-3-(4-phenylthiazol-2-yl)piperazine-1-carboxylate), FC(C(=O)[O-])(F)F (trifluoroacetate). Yields the product CN1C(CNCC1)C=1SC=C(N1)C1=CC=CC=C1 (2-(1-Methylpiperazin-2-yl)-4-phenylthiazole). Reaction SMILES: [CH3:1][N:2]1[CH2:7][CH2:6][N:5](C(OC(C)(C)C)=O)[CH2:4][CH:3]1[C:15]1[S:16][CH:17]=[C:18]([C:20]2[CH:25]=[CH:24][CH:23]=[CH:22][CH:21]=2)[N:19]=1.FC(F)(F)C([O-])=O>>[CH3:1][N:2]1[CH2:7][CH2:6][NH:5][CH2:4][CH:3]1[C:15]1[S:16][CH:17]=[C:18]([C:20]2[CH:21]=[CH:22][CH:23]=[CH:24][CH:25]=2)[N:19]=1. Procedure details: This compound was synthesized from tert-butyl 4-methyl-3-(4-phenylthiazol-2-yl)piperazine-1-carboxylate as described for example 46 step 4 (50 mg, crude) as a trifluoroacetate salt and it was taken as such for the next step. MS (ESI) m/z: Calculated for C14H17N3S: 259.11. found: 260.2 (M+H)+ The yield is 10.7%. Starting materials: O (water), NC1=NC2=CC=CC=C2C(=C1C#N)C1=CC=C(C=C1)C (2-amino-4-p-tolyl-quinoline-3-carbonitrile), [H-].[H-].[H-].[H-].[Li+].[Al+3] (LiAlH4). Product: NCC=1C(=NC2=CC=CC=C2C1C1=CC=C(C=C1)C)N (3-Aminomethyl-4-p-tolyl-quinolin-2-ylamine). Run in C(C)(=O)OCC (ethyl acetate), C1CCOC1 (THF), C1CCOC1 (THF). Reaction conditions: temperature 40 celsius, time 2 hour. Reported procedure: A solution of 2-amino-4-p-tolyl-quinoline-3-carbonitrile (46 mg, 0.177 mmol) in THF (0.5 ml) was added slowly to a suspension of LiAlH4 (67.3 mg, 1.77 mmol) in THF (1 ml) under an atmosphere of argon. The mixture was stirred for 2 h at 40° C. Upon cooling to −20° C., 0.3 ml water added and stirring was continued for 15 min at r.t. The mixture was taken up in ethyl acetate and filtered through dicalite. The filtrate was washed with water and brine, dried (Na2SO4), and evaporated. Purification of ... As a reaction SMILES: [NH2:1][C:2]1[C:11]([C:12]#[N:13])=[C:10]([C:14]2[CH:19]=[CH:18][C:17]([CH3:20])=[CH:16][CH:15]=2)[C:9]2[C:4](=[CH:5][CH:6]=[CH:7][CH:8]=2)[N:3]=1.[H-].[H-].[H-].[H-].[Li+].[Al+3].O>C1COCC1.C(OCC)(=O)C>[NH2:13][CH2:12][C:11]1[C:2]([NH2:1])=[N:3][C:4]2[C:9]([C:10]=1[C:14]1[CH:19]=[CH:18][C:17]([CH3:20])=[CH:16][CH:15]=1)=[CH:8][CH:7]=[CH:6][CH:5]=2 |f:1.2.3.4.5.6|. Run at time 8 hour. RXN SMILES: [CH3:1][C:2]([O-])([CH3:4])[CH3:3].[K+].O.[CH2:8]1[CH2:12]O[CH2:10][CH2:9]1>[Br-].C[P+](C1C=CC=CC=1)(C1C=CC=CC=1)C1C=CC=CC=1>[CH2:1]([C:2]1([CH:4]=[CH2:4])[CH2:8][CH2:4][CH:2]([CH:1]2[CH2:12][CH2:12][CH:8]([CH2:9][CH2:10][CH2:1][CH2:2][CH3:3])[CH2:9][CH2:10]2)[CH2:3][CH2:3]1)[CH2:10][CH2:9][CH2:8][CH3:12] |f:0.1,4.5|. Reagents/catalysts: [Br-].C[P+](C1=CC=CC=C1)(C1=CC=CC=C1)C1=CC=CC=C1 (methyltriphenylphosphonium bromide). The reactants are CC(C)(C)[O-].[K+] (KOtBu), 0C, 4,4,′-dipentylbicyclohexyl-4-carbaldehyde, C1CCOC1 (THF), C1CCOC1 (THF), O (water). Procedure details: A solution of 17.84 g of KOtBu in 100 ml of THF is added dropwise at 0C to a suspension of 53.20 g of 4,4,′-dipentylbicyclohexyl-4-carbaldehyde and 56.80 g of methyltriphenylphosphonium bromide in 300 ml of THF. The mixture is stirred at RT overnight, water is added, and the mixture is extracted with MTB ether. The combined organic phases are subjected to conventional work-up, giving 4,4′-dipentyl-4-vinylbicyclohexyl. The product is C(CCCC)C1(CCC(CC1)C1CCC(CC1)CCCCC)C=C (4,4′-dipentyl-4-vinylbicyclohexyl). Reactants: [Al], CCOC(=O)Cc1cccc(C#N)c1, O=CO, [Ni]. Yields the product CCOC(=O)Cc1cccc(C=O)c1. Reaction SMILES: [Al:18].[CH2:1]([CH3:2])[O:3][C:4]([CH2:5][c:6]1[cH:7][c:8]([C:12]#[N:13])[cH:9][cH:10][cH:11]1)=[O:14].[CH:15](=[O:16])[OH:17].[Ni:19]>>[CH2:1]([CH3:2])[O:3][C:4]([CH2:5][c:6]1[cH:7][c:8]([CH:12]=[O:16])[cH:9][cH:10][cH:11]1)=[O:14].